describe an organic reaction: reactants, conditions, products, and yield From a dataset of the Open Reaction Database (ORD), a public repository of structured organic reaction records. Reactants: C(=O)([O-])[O-].[Na+].[Na+] (Na2CO3), C(C)(=O)Cl (Acetyl chloride), CO (MeOH), C(C)(C)(C)OC(NC(C(=O)N1CCN(CC1)C=1C=NC2=CC=C(N=C2C1)C=1C=CC2=C(N=C(O2)N)C1)(C)C)=O (tert-butyl(1-(4-(6-(2-aminobenzo[d]oxazol-5-yl)-1,5-naphthyridin-3-yl)piperazin-1-yl)-2-methyl-1-oxopropan-2-yl)carbamate). Solvent: O (water). Reaction conditions: temperature 0 celsius, time 30 minute. The product is NC(C(=O)N1CCN(CC1)C=1C=NC2=CC=C(N=C2C1)C=1C=CC2=C(N=C(O2)N)C1)(C)C (2-amino-1-(4-(6-(2-aminobenzo[d]oxazol-5-yl)-1,5-naphthyridin-3-yl)piperazin-1-yl)-2-methylpropan-1-one). The yield is 62.3%. RXN SMILES: C(Cl)(=O)C.CO.C(OC(=O)[NH:13][C:14]([CH3:44])([CH3:43])[C:15]([N:17]1[CH2:22][CH2:21][N:20]([C:23]2[CH:24]=[N:25][C:26]3[C:31]([CH:32]=2)=[N:30][C:29]([C:33]2[CH:34]=[CH:35][C:36]4[O:40][C:39]([NH2:41])=[N:38][C:37]=4[CH:42]=2)=[CH:28][CH:27]=3)[CH2:19][CH2:18]1)=[O:16])(C)(C)C.C([O-])([O-])=O.[Na+].[Na+]>O>[NH2:13][C:14]([CH3:44])([CH3:43])[C:15]([N:17]1[CH2:22][CH2:21][N:20]([C:23]2[CH:24]=[N:25][C:26]3[C:31]([CH:32]=2)=[N:30][C:29]([C:33]2[CH:34]=[CH:35][C:36]4[O:40][C:39]([NH2:41])=[N:38][C:37]=4[CH:42]=2)=[CH:28][CH:27]=3)[CH2:19][CH2:18]1)=[O:16] |f:3.4.5|. Procedure: Acetyl chloride (4.3 mL, 60.5 mmol) was added to MeOH (11 mL) at 0° C., the resulting solution was stirred at 0° C. for 30 min. To this solution, tert-butyl(1-(4-(6-(2-aminobenzo[d]oxazol-5-yl)-1,5-naphthyridin-3-yl)piperazin-1-yl)-2-methyl-1-oxopropan-2-yl)carbamate (D-21) (85 mg, 0.16 mmol, 1.0 eq) was added, and the mixture was stirred at RT for 2 h. The reaction was complete based on TLC analysis. The mixture was diluted with water (20 mL), neutralized with solid Na2CO3 (about 3.5 g) to adju... Reactants: CC1(C)CCC(N(C(=O)C(C)(C)C)C2CN(C(=O)OC(C)(C)C)C(C)(C(=O)[O-])C2)CC1, CO, [Li+], [OH-], O. Yields the product CC1(C)CCC(N(C(=O)C(C)(C)C)C2CC(C(=O)O)N(C(=O)OC(C)(C)C)C2)CC1. RXN SMILES: [C:1](=[O:2])([O:3][C:4]([CH3:5])([CH3:6])[CH3:7])[N:8]1[C:9]([C:28](=[O:29])[O-:30])([CH3:31])[CH2:10][CH:11]([N:13]([C:14]([C:15]([CH3:16])([CH3:17])[CH3:18])=[O:19])[CH:20]2[CH2:21][CH2:22][C:23]([CH3:26])([CH3:27])[CH2:24][CH2:25]2)[CH2:12]1.[CH3:34][OH:35].[Li+:33].[OH-:32].[OH2:36]>>[C:1](=[O:2])([O:3][C:4]([CH3:5])([CH3:6])[CH3:7])[N:8]1[CH:9]([C:28](=[O:29])[OH:30])[CH2:10][CH:11]([N:13]([C:14]([C:15]([CH3:16])([CH3:17])[CH3:18])=[O:19])[CH:20]2[CH2:21][CH2:22][C:23]([CH3:26])([CH3:27])[CH2:24][CH2:25]2)[CH2:12]1. Starting materials: O (water), C1CC(=O)N(C1=O)I (NIS), FC1=C(C=C(C=C1)F)CC(=O)N1CCC2=C(C(=CC=C12)C1=COC2=C1C(=NC=C2)N)F (3-{1-[(2,5-difluorophenyl)acetyl]-4-fluoro-2,3-dihydro-1H-indol-5-yl}furo[3,2-c]pyridin-4-amine). The solvent is CN(C)C=O (DMF), CN(C)C=O (DMF). Yields the product FC1=C(C=C(C=C1)F)CC(=O)N1CCC2=C(C(=CC=C12)C1=COC2=C1C(=NC=C2I)N)F (3-{1[(2,5-difluorophenyl)acetyl]-4-fluoro-2,3-dihydro-1H-indol-5-yl}-7-iodofuro[3,2-c]pyridin-4-amine). Isolated yield 102.2%. Reaction SMILES: C1C(=O)N([I:8])C(=O)C1.[F:9][C:10]1[CH:15]=[CH:14][C:13]([F:16])=[CH:12][C:11]=1[CH2:17][C:18]([N:20]1[C:28]2[C:23](=[C:24]([F:39])[C:25]([C:29]3[C:33]4[C:34]([NH2:38])=[N:35][CH:36]=[CH:37][C:32]=4[O:31][CH:30]=3)=[CH:26][CH:27]=2)[CH2:22][CH2:21]1)=[O:19].O>CN(C=O)C>[F:9][C:10]1[CH:15]=[CH:14][C:13]([F:16])=[CH:12][C:11]=1[CH2:17][C:18]([N:20]1[C:28]2[C:23](=[C:24]([F:39])[C:25]([C:29]3[C:33]4[C:34]([NH2:38])=[N:35][CH:36]=[C:37]([I:8])[C:32]=4[O:31][CH:30]=3)=[CH:26][CH:27]=2)[CH2:22][CH2:21]1)=[O:19]. Reported procedure: A solution of NIS (130 mg, 0.578 mmol) in DMF (2 mL) was added dropwise to a solution of 3-{1-[(2,5-difluorophenyl)acetyl]-4-fluoro-2,3-dihydro-1H-indol-5-yl}furo[3,2-c]pyridin-4-amine (190 mg, 0.449 mmol) in DMF (2.5 mL) at −40° C., and the mixture was stirred and allowed to slowly warm to room temperature. It was stirred for 25 hours then poured into water (25 mL) and stirred for a few minutes. The precipitate was collected by vacuum filtration. The damp solid was then rinsed into another filt... The reactants are O[C@@H]([C@@H](OC1=CC=C(C=C1)B(O)O)C)CCC=1C=NC=CC1 ((1S,2R)-4-(2-Hydroxy-1-methyl-4-pyridin-3-ylbutoxy)benzeneboronic acid), BrC1=CC=C(C=C1)NC(=O)NC (N-(4-bromophenyl)-N′-methyl urea). The reagents and catalysts are C=1C=CC(=CC1)[P](C=2C=CC=CC2)(C=3C=CC=CC3)[Pd]([P](C=4C=CC=CC4)(C=5C=CC=CC5)C=6C=CC=CC6)([P](C=7C=CC=CC7)(C=8C=CC=CC8)C=9C=CC=CC9)[P](C=1C=CC=CC1)(C=1C=CC=CC1)C=1C=CC=CC1 (tetrakis(triphenylphosphine)palladium). Run in C(C)O (ethanol). Conditions: temperature 100 celsius. Yields the product O[C@@H]([C@@H](OC1=CC=C(C=C1)C1=CC=C(C=C1)NC(=O)NC)C)CCC=1C=NC=CC1 ((1S,2R)-1-[4′-(2-Hydroxy-1-methyl-4-pyridin-3-ylbutoxy)-biphenyl-4-yl]-3-methylurea). Yield: 24.9%. As a reaction SMILES: [OH:1][C@H:2]([CH2:15][CH2:16][C:17]1[CH:18]=[N:19][CH:20]=[CH:21][CH:22]=1)[C@H:3]([CH3:14])[O:4][C:5]1[CH:10]=[CH:9][C:8](B(O)O)=[CH:7][CH:6]=1.Br[C:24]1[CH:29]=[CH:28][C:27]([NH:30][C:31]([NH:33][CH3:34])=[O:32])=[CH:26][CH:25]=1>C(O)C.C1C=CC([P]([Pd]([P](C2C=CC=CC=2)(C2C=CC=CC=2)C2C=CC=CC=2)([P](C2C=CC=CC=2)(C2C=CC=CC=2)C2C=CC=CC=2)[P](C2C=CC=CC=2)(C2C=CC=CC=2)C2C=CC=CC=2)(C2C=CC=CC=2)C2C=CC=CC=2)=CC=1>[OH:1][C@H:2]([CH2:15][CH2:16][C:17]1[CH:18]=[N:19][CH:20]=[CH:21][CH:22]=1)[C@H:3]([CH3:14])[O:4][C:5]1[CH:10]=[CH:9][C:8]([C:24]2[CH:25]=[CH:26][C:27]([NH:30][C:31]([NH:33][CH3:34])=[O:32])=[CH:28][CH:29]=2)=[CH:7][CH:6]=1 |^1:41,43,62,81|. Reported procedure: Prepared according to the method described in Example 12b) from (1S,2R)-4-(2-hydroxy-1-methyl-4-pyridin-3-ylbutoxy)benzeneboronic acid (0.149 g, Example 33), N-(4-bromophenyl)-N′-methyl urea (0.225 g) 2M aqueous sodium carbonate (1.0 ml) and tetrakis(triphenylphosphine)palladium (0) (0.028 g) in ethanol (3 ml). The reaction mixture was heated in a sealed vial at 100° C. for 2 hours. After cooling, the solution was concentrated under reduced pressure. The residue was purified by chromatography ov... Starting materials: FC=1C=C(C=C(C1OCOC)F)[N+](=O)[O-] (3,5-difluoro-4-(methoxymethyl)oxynitrobenzene). Reagents/catalysts: [Pd] (palladium). Solvent: CO (methanol). Conditions: time 2 hour. Product: NC1=CC(=C(C(=C1)F)OCOC)F (4-amino-2,6-difluoro-1-(methoxymethyl)oxybenzene). RXN SMILES: [F:1][C:2]1[CH:3]=[C:4]([N+:13]([O-])=O)[CH:5]=[C:6]([F:12])[C:7]=1[O:8][CH2:9][O:10][CH3:11]>[Pd].CO>[NH2:13][C:4]1[CH:5]=[C:6]([F:12])[C:7]([O:8][CH2:9][O:10][CH3:11])=[C:2]([F:1])[CH:3]=1. Procedure details: A suspension of 3,5-difluoro-4-(methoxymethyl)oxynitrobenzene (35.0 g) and palladium catalyst (10% on charcoal, 3.00 g) in methanol (250 mL) ) was hydrogenated at 1 atm for 2 hours at room temperature. After filtration of the catalyst, the filtrate was concentrated in vacuo to give 4-amino-2,6-difluoro-1-(methoxymethyl)oxybenzene. This was used in the next step without further purification. To a solution of crude 4-amino-2,6-difluoro-1-(methoxymethyl)oxybenzene thus obtained in tetrahydrofuran (... Starting materials: O1C(=NC2=C1C=CC=C2)CCO (2-benzoxazoleethanol), [OH-].[Na+] (sodium hydroxide), BrCCCCCCBr (1,6-dibromohexane), ClCCl (dichloromethane). Solvent: O (water). Conditions: time 22 hour. Yields the product BrCCCCCCOCCC=1OC2=C(N1)C=CC=C2 (2-[2-[(6-Bromohexyl)oxy]ethyl]benzoxazole). RXN SMILES: [O:1]1[C:5]2[CH:6]=[CH:7][CH:8]=[CH:9][C:4]=2[N:3]=[C:2]1[CH2:10][CH2:11][OH:12].[OH-].[Na+].[Br:15][CH2:16][CH2:17][CH2:18][CH2:19][CH2:20][CH2:21]Br.ClCCl>O>[Br:15][CH2:16][CH2:17][CH2:18][CH2:19][CH2:20][CH2:21][O:12][CH2:11][CH2:10][C:2]1[O:1][C:5]2[CH:6]=[CH:7][CH:8]=[CH:9][C:4]=2[N:3]=1 |f:1.2|. Procedure details: A mixture of 2-benzoxazoleethanol (1.46 g), 50% sodium hydroxide (3 ml), 1,6-dibromohexane (3 ml), TAB (100 mg) and dichloromethane (2 ml) was vigorously stirred at room temperature for 22 h, diluted with water (15 ml) and extracted with ether (40 ml). The organic phase was washed with brine (10 ml), dried and evaporated in vacuo. The residual oil was purified by FCC. Elution with hexane and hexane-ether (19:1) followed by hexane-ether (2:1) and ether gave the title compound as a pale yellow oil...